From a dataset of the Open Reaction Database (ORD), a public repository of structured organic reaction records. describe an organic reaction: reactants, conditions, products, and yield The reactants are ClC1=C(C(=CC=C1)C)C1=NN(C(N1)=O)C1=CC(=C(C(=O)OC)C=C1)OC (methyl 4-(3-(2-chloro-6-methylphenyl)-5-oxo-4,5-dihydro-1H-1,2,4-triazol-1-yl)-2-methoxybenzoate), FC(C=1C=C(N)C=CC1F)F (3-(difluoromethyl)-4-fluoroaniline), C[Al](C)C (trimethyl aluminium). Run in C1(=CC=CC=C1)C (toluene). Yields the product ClC1=C(C(=CC=C1)C)C1=NN(C(N1)=O)C1=CC(=C(C(=O)NC2=CC(=C(C=C2)F)C(F)F)C=C1)OC (4-(3-(2-Chloro-6-methylphenyl)-5-oxo-4,5-dihydro-1H-1,2,4-triazol-1-yl)-N-(3-(difluoromethyl)-4-fluorophenyl)-2-methoxybenzamide). The yield is 18.6%. RXN SMILES: [Cl:1][C:2]1[CH:7]=[CH:6][CH:5]=[C:4]([CH3:8])[C:3]=1[C:9]1[NH:13][C:12](=[O:14])[N:11]([C:15]2[CH:24]=[CH:23][C:18]([C:19]([O:21]C)=O)=[C:17]([O:25][CH3:26])[CH:16]=2)[N:10]=1.[F:27][CH:28]([F:37])[C:29]1[CH:30]=[C:31]([CH:33]=[CH:34][C:35]=1[F:36])[NH2:32].C[Al](C)C>C1(C)C=CC=CC=1>[Cl:1][C:2]1[CH:7]=[CH:6][CH:5]=[C:4]([CH3:8])[C:3]=1[C:9]1[NH:13][C:12](=[O:14])[N:11]([C:15]2[CH:24]=[CH:23][C:18]([C:19]([NH:32][C:31]3[CH:33]=[CH:34][C:35]([F:36])=[C:29]([CH:28]([F:37])[F:27])[CH:30]=3)=[O:21])=[C:17]([O:25][CH3:26])[CH:16]=2)[N:10]=1. Procedure details: The title compound was prepared by following the procedure as described for Example-31 by using methyl 4-(3-(2-chloro-6-methylphenyl)-5-oxo-4,5-dihydro-1H-1,2,4-triazol-1-yl)-2-methoxybenzoate (Intermediate-27, 0.100 g, 0.268 mmol), 3-(difluoromethyl)-4-fluoroaniline (Intermediate-28, 0.065 g, 0.403 mmol), trimethyl aluminium (2M solution in toluene) (0.5 mL) and dry toluene (5.0 mL) to afford 0.025 g of desired product. 1H NMR (300 MHz, DMSO d6): δ 2.32 (s, 3H), 3.94 (s, 3H), 7.05-7.41 (m, 3H),... The reactants are OC1CSC(COCc2ccccc2)CO1, CC(=O)OC(C)=O, c1ccncc1. Yields the product CC(=O)OC1CSC(COCc2ccccc2)CO1. Reaction SMILES: [CH2:1]([c:2]1[cH:3][cH:4][cH:5][cH:6][cH:7]1)[O:8][CH2:9][CH:10]1[S:11][CH2:12][CH:13]([OH:16])[O:14][CH2:15]1.[CH3:17][C:18](=[O:19])[O:20][C:21](=[O:22])[CH3:23].[cH:24]1[cH:25][cH:26][n:27][cH:28][cH:29]1>>[CH2:1]([c:2]1[cH:3][cH:4][cH:5][cH:6][cH:7]1)[O:8][CH2:9][CH:10]1[S:11][CH2:12][CH:13]([O:16][C:18]([CH3:17])=[O:19])[O:14][CH2:15]1. Starting materials: C(C(=C)C)(=O)OC (methyl methacrylate), C(C(=C)C)(=O)OCC1CO1 (glycidyl methacrylate), C(C(=C)C)(=O)OC(C)(C)C (tert-butyl methacrylate). Yields the product C(C(=C)C)(=O)OC.C(C(=C)C)(=O)OCC1CO1.C(C(=C)C)(=O)OC(C)(C)C (methyl methacrylate glycidyl methacrylate tert-butyl methacrylate). Reaction SMILES: [C:1]([O:6][CH3:7])(=[O:5])[C:2]([CH3:4])=[CH2:3].[C:8]([O:13][CH2:14][CH:15]1[O:17][CH2:16]1)(=[O:12])[C:9]([CH3:11])=[CH2:10].[C:18]([O:23][C:24]([CH3:27])([CH3:26])[CH3:25])(=[O:22])[C:19]([CH3:21])=[CH2:20]>>[C:1]([O:6][CH3:7])(=[O:5])[C:2]([CH3:4])=[CH2:3].[C:8]([O:13][CH2:14][CH:15]1[O:17][CH2:16]1)(=[O:12])[C:9]([CH3:11])=[CH2:10].[C:18]([O:23][C:24]([CH3:27])([CH3:26])[CH3:25])(=[O:22])[C:19]([CH3:21])=[CH2:20] |f:3.4.5|. Procedure: Using methyl methacrylate (40.0 g, 0.4 mole), glycidyl methacrylate (28.4 g, 0.2 mole) and tert-butyl methacrylate (14.2 g, 0.1 mole), the polymerization was carried out in the same manner as described in Synthesis Example 12, (1), and the precipitate was filtered and dried under reduced pressure to give 78.5 g of poly(methyl methacrylate/glycidyl methacrylate/tert-butyl methacrylate) as white powders having Mw 35000 and Mn 19000 (GPC with polystyrene calibration). The composition of the polymer...